The task is: describe an organic reaction: reactants, conditions, products, and yield. This data is from the Open Reaction Database (ORD), a public repository of structured organic reaction records. Starting materials: NC=1C=C2C(NC(C2=CC1[N+](=O)[O-])=O)=O (5-amino-6-nitroisoindoline-1,3-dione), NC[C@H](CO)O ((R)-3-aminopropane-1,2-diol), N1C=NC=C1 (imidazole). Run in C(CCCC)O (pentanol). The product is NC=1C=C2C(N(C(C2=CC1[N+](=O)[O-])=O)C[C@H](CO)O)=O ((R)-5-Amino-2-(2,3-dihydroxypropyl)-6-nitroisoindoline-1,3-dione). The yield is 83.2%. RXN SMILES: [NH2:1][C:2]1[CH:3]=[C:4]2[C:8](=[CH:9][C:10]=1[N+:11]([O-:13])=[O:12])[C:7](=[O:14])[NH:6][C:5]2=[O:15].N[CH2:17][C@@H:18]([OH:21])[CH2:19][OH:20].N1C=CN=C1>C(O)CCCC>[NH2:1][C:2]1[CH:3]=[C:4]2[C:8](=[CH:9][C:10]=1[N+:11]([O-:13])=[O:12])[C:7](=[O:14])[N:6]([CH2:17][C@@H:18]([OH:21])[CH2:19][OH:20])[C:5]2=[O:15]. Procedure: A mixture of 5-amino-6-nitroisoindoline-1,3-dione (2.27 g, 10.98 mmol), (R)-3-aminopropane-1,2-diol (1.0 g, 10.98 mmol), and imidazole (0.75 g, 10.98 mmol) in 100 mL of pentanol was heated to reflux and maintained for 8 h and allowed to cool down to rt. The precipitate was filtered and washed with heptanes and dried to give a yellow crystalline solid (2.57 g, 9.14 mmol, 83%). 1H NMR (500 MHz, DMSO-d6) δ58.38 (s, 2H), 8.31 (s, 1H), 7.45 (1, 1H), 4.90 (d, J=5.0 Hz, 1H), 4.66 (t, J=5.5 Hz, 1H), 3.8... Starting materials: CCc1nc2c(cnn2CC)c(NC2CCOCC2)c1CNC(=O)c1cccc(C(=O)OC)n1, Cl, [Li+], C1CCOC1, [OH-], O. The product is CCc1nc2c(cnn2CC)c(NC2CCOCC2)c1CNC(=O)c1cccc(C(=O)O)n1. Reaction SMILES: [CH2:1]([CH3:2])[n:3]1[n:4][cH:5][c:6]2[c:7]1[n:8][c:9]([CH2:33][CH3:34])[c:10]([CH2:19][NH:20][C:21](=[O:22])[c:23]1[cH:24][cH:25][cH:26][c:27]([C:29](=[O:30])[O:31][CH3:32])[n:28]1)[c:11]2[NH:12][CH:13]1[CH2:14][CH2:15][O:16][CH2:17][CH2:18]1.[ClH:38].[Li+:36].[O:39]1[CH2:40][CH2:41][CH2:42][CH2:43]1.[OH-:37].[OH2:35]>>[CH2:1]([CH3:2])[n:3]1[n:4][cH:5][c:6]2[c:7]1[n:8][c:9]([CH2:33][CH3:34])[c:10]([CH2:19][NH:20][C:21](=[O:22])[c:23]1[cH:24][cH:25][cH:26][c:27]([C:29](=[O:30])[OH:31])[n:28]1)[c:11]2[NH:12][CH:13]1[CH2:14][CH2:15][O:16][CH2:17][CH2:18]1. Reactants: C(C)O (ethanol), C(C)(C)(C)OC(=O)N1CC(C(CC1)=CC(=O)OC)(C)C (4-methoxycarbonylmethylene-3,3-dimethylpiperidine-1-carboxylic acid t-butyl ester), C1(=CC=CC=C1)C (toluene), [H-].C(C(C)C)[Al+]CC(C)C (diisobutylaluminum hydride). The yield is 58.1%. The product is C(C)(C)(C)OC(=O)N1CC(C(CC1)=CCO)(C)C (4-(2-hydroxyethylidene)-3,3-dimethylpiperidine-1-carboxylic acid t-butyl ester). Conditions: time 2 hour. The solvent is O1CCCC1 (tetrahydrofuran). Reaction SMILES: [C:1]([O:5][C:6]([N:8]1[CH2:13][CH2:12][C:11](=[CH:14][C:15](OC)=[O:16])[C:10]([CH3:20])([CH3:19])[CH2:9]1)=[O:7])([CH3:4])([CH3:3])[CH3:2].[H-].C([Al+]CC(C)C)C(C)C.C1(C)C=CC=CC=1.C(O)C>O1CCCC1>[C:1]([O:5][C:6]([N:8]1[CH2:13][CH2:12][C:11](=[CH:14][CH2:15][OH:16])[C:10]([CH3:20])([CH3:19])[CH2:9]1)=[O:7])([CH3:4])([CH3:3])[CH3:2] |f:1.2|. Procedure details: Into a cooled (−78° C.) solution of 4-methoxycarbonylmethylene-3,3-dimethylpiperidine-1-carboxylic acid t-butyl ester (1.8 g, 6.4 mmol) in tetrahydrofuran (50 mL) obtained in the above 1) was slowly dropped, under an atmosphere of argon, 1 M diisobutylaluminum hydride in toluene (15.9 mL, 15.9 mmol). After dropping, the reaction mixture was stirred for 2 hours at the same temperature. After the reaction was completed, ethanol (10 mL) was added at 0° C. and allowed to warm to room temperature gra... Starting materials: NC(CC1COCC1)C=1C=NC=CC1 (1-amino-1-(3-pyridyl)-2-(3-tetrahydrofuranyl)-ethane), N-(diphenylmethylidene)-3-(aminomethyl)pyridine, [Li+].CC(C)[N-]C(C)C (LDA), CS(=O)(=O)OC1CCOCC1 (tetrahydropyran-4-ol methane sulfonate), imine, NC(CC1COCC1)C=1C=NC=CC1 (1-amino-1-(3-pyridyl)-2-(3-tetrahydrofuranyl)-ethane). Product: NC(C1CCOCC1)C=1C=NC=CC1 (1-amino-1-(3-pyridyl)-1-(4-tetrahydropyranyl)-methane). As a reaction SMILES: [NH2:1][CH:2]([C:9]1[CH:10]=[N:11][CH:12]=[CH:13][CH:14]=1)[CH2:3][CH:4]1[CH2:8][CH2:7][O:6][CH2:5]1.CS(OC1CCOCC1)(=O)=O.[Li+].CC([N-]C(C)C)C>>[NH2:1][CH:2]([C:9]1[CH:10]=[N:11][CH:12]=[CH:13][CH:14]=1)[CH:3]1[CH2:4][CH2:5][O:6][CH2:7][CH2:8]1 |f:2.3|. Reported procedure: The methaneamine derivative was synthesized essentially according to the procedure described for the synthesis of 1-amino-1-(3-pyridyl)-2-(3-tetrahydrofuranyl)-ethane. Thus, tetrahydropyran-4-ol methane sulfonate (0.99 g, 5.5 mmol), prepared according to the procedure of Suto et al., J. Med. Chem., 34:2484 (1991), was treated with the imine anion generated by reacting N-(diphenylmethylidene)-3-(aminomethyl)pyridine (1.36 g, 5.0 mmol) with LDA (5.5 mmol in 5.0 mL tetrahydrofuran). A work up simil...